From a dataset of the Open Reaction Database (ORD), a public repository of structured organic reaction records. describe an organic reaction: reactants, conditions, products, and yield Starting materials: ClC(C#N)(Cl)Cl (2,2,2-trichloroacetonitrile), C1CCCC2CCCCC12 (decahydronaphthalene), [H-].[Na+] (Sodium hydride), C(C1=CC=CC=C1)OC\C=C/CO ((2Z)-4-(benzyloxy)but-2-en-1-ol), C1CCOC1 (THF). Solvent: O (water). Conditions: time 2 hour. Yields the product C(C1=CC=CC=C1)OCC(C=C)NC(C(Cl)(Cl)Cl)=O (N-[1-(benzyloxy)but-3-en-2-yl]-2,2,2-trichloroacetamide). RXN SMILES: [H-].[Na+].[CH2:3]([O:10][CH2:11]/[CH:12]=[CH:13]\[CH2:14]O)[C:4]1[CH:9]=[CH:8][CH:7]=[CH:6][CH:5]=1.[Cl:16][C:17]([Cl:21])([Cl:20])[C:18]#[N:19].C1C2C(CCCC2)CCC1.C1C[O:35]CC1>O>[CH2:3]([O:10][CH2:11][CH:12]([NH:19][C:18](=[O:35])[C:17]([Cl:21])([Cl:20])[Cl:16])[CH:13]=[CH2:14])[C:4]1[CH:5]=[CH:6][CH:7]=[CH:8][CH:9]=1 |f:0.1|. Reported procedure: Sodium hydride (53 mg, 2.4 mmol) was added to a solution of (2Z)-4-(benzyloxy)but-2-en-1-ol (2.0 g, 11 mmol) in THF (50 mL) at 0° C. 2,2,2-trichloroacetonitrile (1.63 g, 12 mmol) was added dropwise to the reaction mixture at 0° C. over a period of 30 minutes. The reaction mixture was stirred at room temperature for an additional 2 hours. The reaction mixture was concentrated under reduced pressure and then diluted with decahydronaphthalene (35.8 g, 259 mmol). The mixture was stirred and heated t... Reactants: OCCNCCN (2-(2-hydroxyethylamino)ethylamine), C1CC(=O)C2=C(C3=C(C=CC(=C3C(=C2C1=O)O)O)O)O (leuco-1,4,5,8-tetrahydroxyanthraquinone). Product: OCCNCCNC1=CC=C(C=2C(C3=C(C=CC(=C3C(C12)=O)O)NCCNCCO)=O)NCCNCCO (1,4,5-Tris{[2-(2-hydroxyethylamino)ethyl]amino}-8-hydroxyanthraquinone). As a reaction SMILES: [OH:1][CH2:2][CH2:3][NH:4][CH2:5][CH2:6][NH2:7].[CH2:8]1[C:22](=O)[C:21]2[C:12](=[C:13]([OH:27])[C:14]3[C:19]([C:20]=2[OH:24])=[C:18](O)[CH:17]=[CH:16][C:15]=3O)[C:10](=[O:11])[CH2:9]1>>[OH:1][CH2:2][CH2:3][NH:4][CH2:5][CH2:6][NH:7][C:15]1[C:14]2[C:13](=[O:27])[C:12]3[C:21](=[C:22]([NH:7][CH2:6][CH2:5][NH:4][CH2:3][CH2:2][OH:1])[CH:8]=[CH:9][C:10]=3[OH:11])[C:20](=[O:24])[C:19]=2[C:18]([NH:7][CH2:6][CH2:5][NH:4][CH2:3][CH2:2][OH:1])=[CH:17][CH:16]=1. Reported procedure: The reaction between 2-(2-hydroxyethylamino)ethylamine and leuco-1,4,5,8-tetrahydroxyanthraquinone is carried out as in Example 1 to give the title compound. Starting materials: FC=1C=C(C=CC1CC1=C(N=C(N(C1=O)C1=CC=C(C=C1)OC)C)CCC)C=1C(=CC=CC1)C#N (3′-fluoro-4′-{[1-(4-methoxyphenyl)-2-methyl-6-oxo-4-propyl-1,6-dihydropyrimidin-5-yl]methyl}biphenyl-2-carbonitrile), BrB(Br)Br (tribromoborane), C(C)(=O)OCC (ethyl acetate), O (water). Solvent: C(Cl)Cl (methylene chloride). Run at time 12 hour. Yields the product FC=1C=C(C=CC1CC1=C(N=C(N(C1=O)C1=CC=C(C=C1)O)C)CCC)C=1C(=CC=CC1)C#N (3′-fluoro-4′-{[1-(4-hydroxyphenyl)-2-methyl-6-oxo-4-propyl-1,6-dihydropyrimidin-5-yl]methyl}biphenyl-2-carbonitrile). Isolated yield 98.7%. Reaction SMILES: [F:1][C:2]1[CH:3]=[C:4]([C:28]2[C:29]([C:34]#[N:35])=[CH:30][CH:31]=[CH:32][CH:33]=2)[CH:5]=[CH:6][C:7]=1[CH2:8][C:9]1[C:14](=[O:15])[N:13]([C:16]2[CH:21]=[CH:20][C:19]([O:22]C)=[CH:18][CH:17]=2)[C:12]([CH3:24])=[N:11][C:10]=1[CH2:25][CH2:26][CH3:27].BrB(Br)Br.C(OCC)(=O)C.O>C(Cl)Cl>[F:1][C:2]1[CH:3]=[C:4]([C:28]2[C:29]([C:34]#[N:35])=[CH:30][CH:31]=[CH:32][CH:33]=2)[CH:5]=[CH:6][C:7]=1[CH2:8][C:9]1[C:14](=[O:15])[N:13]([C:16]2[CH:21]=[CH:20][C:19]([OH:22])=[CH:18][CH:17]=2)[C:12]([CH3:24])=[N:11][C:10]=1[CH2:25][CH2:26][CH3:27]. Procedure: To a solution of 3′-fluoro-4′-{[1-(4-methoxyphenyl)-2-methyl-6-oxo-4-propyl-1,6-dihydropyrimidin-5-yl]methyl}biphenyl-2-carbonitrile (2.35 g) in methylene chloride (10 mL) was added tribromoborane (1.0 M methylene chloride solution, 20 mL) at room temperature. After being stirred at room temperature for 12 hr, ethyl acetate and water were added, and the mixture was extracted with ethyl acetate. The organic layer was washed with saturated brine and dried over anhydrous magnesium sulfate. The solv... Reactants: C(=C)N1C(CCC1)=O.C(C(=C)C)(=O)NCCCN(C)C (vinylpyrrolidone methacrylamidopropyldimethylamine), methacryloyloxy(C1-C4)alkyltri(C1-C4)alkylammonium, C(=C)N1C(CCC1)=O.CN(C)CCCC=C(C(=O)N)C (vinylpyrrolidone dimethylaminopropylmethacrylamide), CC(=C)C(=O)NCCC[N+](C)(C)C.C=CN1CCCC1=O.[Cl-] (GAFQUAT HS 100). The product is C(C=C)(=O)OCCN(C)C (dimethylaminoethyl acrylate). Reaction SMILES: [CH:1]([N:3]1[CH2:7][CH2:6]C[C:4]1=O)=C.[C:9](NCCCN(C)C)(=[O:13])[C:10]([CH3:12])=C.C(N1CCCC1=[O:28])=C.CN(CCCC=C(C)C(N)=O)C.CC(C(NCCC[N+](C)(C)C)=O)=C.C=CN1C(=O)CCC1.[Cl-]>>[C:9]([O:13][CH2:6][CH2:7][N:3]([CH3:1])[CH3:4])(=[O:28])[CH:10]=[CH2:12] |f:0.1,2.3,4.5.6|. Procedure: vinylpyrrolidone/methacrylamidopropyldimethylamine copolymers sold, for example, under the name STYLEZE CC 10 by ISP, quaternized vinylpyrrolidone/dimethylaminopropylmethacrylamide copolymers such as the product sold under the name GAFQUAT HS 100 by the company ISP, and crosslinked polymers of methacryloyloxy(C1-C4)alkyltri(C1-C4)alkylammonium salts such as the polymers obtained by homopolymerization of dimethylaminoethyl acrylate quaternized with methyl chloride, or by copolymerization of acryl... Starting materials: O=[N+]([O-])c1c(F)cc(F)cc1F, Nc1cccnc1. Product: O=[N+]([O-])c1c(F)cc(F)cc1Nc1cccnc1. Reaction SMILES: [F:1][c:2]1[c:3]([N+:10](=[O:11])[O-:12])[c:4]([F:9])[cH:5][c:6]([F:8])[cH:7]1.[n:13]1[cH:14][c:15]([NH2:19])[cH:16][cH:17][cH:18]1>>[c:2]1([NH:19][c:15]2[cH:14][n:13][cH:18][cH:17][cH:16]2)[c:3]([N+:10](=[O:11])[O-:12])[c:4]([F:9])[cH:5][c:6]([F:8])[cH:7]1.